The task is: describe an organic reaction: reactants, conditions, products, and yield. This data is from the Open Reaction Database (ORD), a public repository of structured organic reaction records. Starting materials: CCc1cc2c(cc1OCc1ccccc1)CCC1C2CCC2(C)C(=CCOC)CCC12, CC(C)O, CC(C)(C)O. Product: CCc1cc2c(cc1O)CCC1C2CCC2(C)C(=CCOC)CCC12. As a reaction SMILES: [CH2:1]([c:2]1[cH:3][cH:4][cH:5][cH:6][cH:7]1)[O:8][c:9]1[c:10]([CH2:31][CH3:32])[cH:11][c:12]2[c:24]([cH:25]1)[CH2:23][CH2:22][CH:21]1[CH:13]2[CH2:14][CH2:15][C:16]2([CH3:30])[C:17](=[CH:26][CH2:27][O:28][CH3:29])[CH2:18][CH2:19][CH:20]21.[CH3:33][CH:34]([OH:35])[CH3:36].[CH3:37][C:38]([OH:39])([CH3:40])[CH3:41]>>[OH:8][c:9]1[c:10]([CH2:31][CH3:32])[cH:11][c:12]2[c:24]([cH:25]1)[CH2:23][CH2:22][CH:21]1[CH:13]2[CH2:14][CH2:15][C:16]2([CH3:30])[C:17](=[CH:26][CH2:27][O:28][CH3:29])[CH2:18][CH2:19][CH:20]21. The reactants are CCc1ccc2nc3[nH]c4cc(C)c(C)cc4n3c(=O)c2c1, CBr. Yields the product CCc1ccc2nc3n(C)c4cc(C)c(C)cc4n3c(=O)c2c1. RXN SMILES: [CH2:1]([CH3:2])[c:3]1[cH:4][c:5]2[c:6](=[O:22])[n:7]3[c:8]([n:9][c:10]2[cH:11][cH:12]1)[nH:13][c:14]1[c:15]3[cH:16][c:17]([CH3:21])[c:18]([CH3:20])[cH:19]1.[CH3:23][Br:24]>>[CH2:1]([CH3:2])[c:3]1[cH:4][c:5]2[c:6](=[O:22])[n:7]3[c:8]([n:9][c:10]2[cH:11][cH:12]1)[n:13]([CH3:23])[c:14]1[c:15]3[cH:16][c:17]([CH3:21])[c:18]([CH3:20])[cH:19]1. Reactants: CNC(=O)C1=CC=C(C(=O)OC)C=C1 (Methyl 4-(methylaminocarbonyl)benzoate), [OH-].[Na+] (NaOH). The solvent is O (water). Run at time 1 hour. The product is CNC(=O)C1=CC=C(C(=O)O)C=C1 (4-(Methylaminocarbonyl)benzoic acid). The yield is 91.1%. Reaction SMILES: [CH3:1][NH:2][C:3]([C:5]1[CH:14]=[CH:13][C:8]([C:9]([O:11]C)=[O:10])=[CH:7][CH:6]=1)=[O:4].[OH-].[Na+]>O>[CH3:1][NH:2][C:3]([C:5]1[CH:14]=[CH:13][C:8]([C:9]([OH:11])=[O:10])=[CH:7][CH:6]=1)=[O:4] |f:1.2|. Procedure details: Methyl 4-(methylaminocarbonyl)benzoate (1.9 g, 0.0098 mol) was added to 10 mL 1.5M NaOH (1.5 eq) and 30 mL water in a 125-mL Erlenmeyer flask. The suspension was stirred for 1 h at room temperature. The solid gradually dissolved during this time. The solution was filtered and acidified to produce a white solid. The solid was removed by filtration, washed twice with water, and dried in vacuo to give 1.60 g (90%) of the title compound, mp 270° C. Starting materials: ClC=1C(=CC(N(C1)C(C(=O)O)C)=O)C1=C(C=CC(=C1)Cl)C#N (2-[5-chloro-4-(5-chloro-2-cyanophenyl)-2-oxopyridin-1(2H)-yl]propanoic acid), FC(C1=NC2=C(N1)C=C(C=C2)N)(F)F (2-(trifluoromethyl)-1H-benzimidazole-6-amine). Product: ClC=1C(=CC(N(C1)C(C(=O)NC=1C=CC2=C(NC(=N2)C(F)(F)F)C1)C)=O)C1=C(C=CC(=C1)Cl)C#N (2-[5-Chloro-4-(5-chloro-2-cyanophenyl)-2-oxopyridin-1(2H)-yl]-N-[2-(trifluoromethyl)-1H-benzimidazol-6-yl]propanamide). RXN SMILES: [Cl:1][C:2]1[C:3]([C:14]2[CH:19]=[C:18]([Cl:20])[CH:17]=[CH:16][C:15]=2[C:21]#[N:22])=[CH:4][C:5](=[O:13])[N:6]([CH:8]([CH3:12])[C:9]([OH:11])=O)[CH:7]=1.[F:23][C:24]([F:36])([F:35])[C:25]1[NH:29][C:28]2[CH:30]=[C:31]([NH2:34])[CH:32]=[CH:33][C:27]=2[N:26]=1>>[Cl:1][C:2]1[C:3]([C:14]2[CH:19]=[C:18]([Cl:20])[CH:17]=[CH:16][C:15]=2[C:21]#[N:22])=[CH:4][C:5](=[O:13])[N:6]([CH:8]([CH3:12])[C:9]([NH:34][C:31]2[CH:32]=[CH:33][C:27]3[N:26]=[C:25]([C:24]([F:36])([F:35])[F:23])[NH:29][C:28]=3[CH:30]=2)=[O:11])[CH:7]=1. Procedure: 68 mg (purity 94%, 0.20 mmol) of 2-[5-chloro-4-(5-chloro-2-cyanophenyl)-2-oxopyridin-1(2H)-yl]propanoic acid (racemate) (Example 12.1D) and 44 mg (0.22 mmol) of 2-(trifluoromethyl)-1H-benzimidazole-6-amine were reacted according to General Method 1. Yield: 63 mg (60% of theory) Starting materials: COc1ccc(Oc2ccccc2Cl)cc1C(C)C(=O)O, CC(=O)OC(C)=O, I. Product: CC1C(=O)Oc2ccc(Oc3ccccc3Cl)cc21. Reaction SMILES: [CH3:1][O:2][c:3]1[c:4]([CH:17]([C:18](=[O:19])[OH:20])[CH3:21])[cH:5][c:6]([O:9][c:10]2[c:11]([Cl:16])[cH:12][cH:13][cH:14][cH:15]2)[cH:7][cH:8]1.[CH3:22][C:23]([O:24][C:25](=[O:26])[CH3:27])=[O:28].[IH:29]>>[c:3]12[c:4]([cH:5][c:6]([O:9][c:10]3[c:11]([Cl:16])[cH:12][cH:13][cH:14][cH:15]3)[cH:7][cH:8]1)[CH:17]([CH3:21])[C:18](=[O:20])[O:19]2.